Dataset: the Open Reaction Database (ORD), a public repository of structured organic reaction records. Task: describe an organic reaction: reactants, conditions, products, and yield As a reaction SMILES: [OH:1][C:2]1[C:3]([O:13]CC2C=CC=CC=2)=[CH:4][C:5]2[O:10][C:9](=[O:11])[CH:8]=[CH:7][C:6]=2[CH:12]=1.[CH:21](Br)([CH3:23])[CH3:22].C(=O)([O-])[O-].[K+].[K+].[I-].[K+]>CN(C=O)C>[OH:13][C:3]1[C:2]([O:1][CH:21]([CH3:23])[CH3:22])=[CH:12][C:6]2[CH:7]=[CH:8][C:9](=[O:11])[O:10][C:5]=2[CH:4]=1 |f:2.3.4,5.6|. Conditions: time 2.5 hour. Solvent: CN(C)C=O (DMF). The reactants are OC=1C(=CC2=C(C=CC(O2)=O)C1)OCC1=CC=CC=C1 (6-hydroxy-7-phenylmethoxy-2H-1-benzopyran-2-one), C(C)(C)Br (isopropylbromide), C([O-])([O-])=O.[K+].[K+] (potassium carbonate), [I-].[K+] (potassium iodide). Product: OC1=CC2=C(C=CC(O2)=O)C=C1OC(C)C (7-hydroxy-6-(1-methylethoxy)-2H-1-benzopyran-2-one). Reported procedure: 50.0 g (186 mmol) 6-hydroxy-7-phenylmethoxy-2H-1-benzopyran-2-one, 36.3 ml (387 mmol) isopropylbromide, 51.5 g (373 mmol) potassium carbonate and 5.0 g potassium iodide are agitated in 500 ml DMF for 14 h at 80° C. After filtration the filtrate is evaporated and the product recrystallized from isopropanol, yield: 57.7 g (100%) 6-(1-methyl-ethoxy)-7-(phenylmethoxy)-2H-1-benzopyran-2-one. Of this 50.0 g (161 mmol) are agitated in 100 ml of glacial acetic acid and 90 ml concentrated hydrochloric ac... Reactants: C1(=CC=CC=C1)C1=NN2C(C=C(C=C2N)C2=CC=NC=C2)=N1 (2-phenyl-7-pyridin-4-yl-[1,2,4]triazolo[1,5-a]pyridin-5-ylamine), ClC(=O)OCC (ethyl chloroformate). Product: C(C)OC(NC1=CC(=CC=2N1N=C(N2)C2=CC=CC=C2)C2=CC=NC=C2)=O ((2-Phenyl-7-pyridin-4yl-[1,2,4]triazolo[1,5-a]pyridin-5-yl)-carbamic acid ethyl ester). RXN SMILES: [C:1]1([C:7]2[N:22]=[C:10]3[CH:11]=[C:12]([C:16]4[CH:21]=[CH:20][N:19]=[CH:18][CH:17]=4)[CH:13]=[C:14]([NH2:15])[N:9]3[N:8]=2)[CH:6]=[CH:5][CH:4]=[CH:3][CH:2]=1.Cl[C:24]([O:26][CH2:27][CH3:28])=[O:25]>>[CH2:27]([O:26][C:24](=[O:25])[NH:15][C:14]1[N:9]2[N:8]=[C:7]([C:1]3[CH:2]=[CH:3][CH:4]=[CH:5][CH:6]=3)[N:22]=[C:10]2[CH:11]=[C:12]([C:16]2[CH:21]=[CH:20][N:19]=[CH:18][CH:17]=2)[CH:13]=1)[CH3:28]. Procedure details: The title compound, MS m/e (%): 360 (M+H+, 100), was prepared in accordance with the general method of example 27 from 2-phenyl-7-pyridin-4-yl-[1,2,4]triazolo[1,5-a]pyridin-5-ylamine and ethyl chloroformate. Starting materials: ClC(Cl)Cl, O=[N+]([O-])c1ccccc1NCCCO, O=S(Cl)Cl. Product: O=[N+]([O-])c1ccccc1NCCCCl. RXN SMILES: [Cl:19][CH:20]([Cl:21])[Cl:22].[N+:1](=[O:2])([O-:3])[c:4]1[c:5]([NH:10][CH2:11][CH2:12][CH2:13][OH:14])[cH:6][cH:7][cH:8][cH:9]1.[S:15]([Cl:16])([Cl:17])=[O:18]>>[N+:1](=[O:2])([O-:3])[c:4]1[c:5]([NH:10][CH2:11][CH2:12][CH2:13][Cl:17])[cH:6][cH:7][cH:8][cH:9]1.